This data is from the Open Reaction Database (ORD), a public repository of structured organic reaction records. The task is: describe an organic reaction: reactants, conditions, products, and yield The reactants are [BH3-]C#N, CCS(=O)(=O)N1CCC(c2c[nH]c3c(C(N)=O)cc(-c4cccc(C=NOC)c4)cc23)CC1, C1COCCO1, CO, ClCCl, Cl, [Na+]. Product: CCS(=O)(=O)N1CCC(c2c[nH]c3c(C(N)=O)cc(-c4cccc(CNOC)c4)cc23)CC1. Reaction SMILES: [C:35]([BH3-:36])#[N:37].[CH2:1]([CH3:2])[S:3](=[O:4])(=[O:5])[N:6]1[CH2:7][CH2:8][CH:9]([c:12]2[cH:13][nH:14][c:15]3[c:16]([C:31](=[O:32])[NH2:33])[cH:17][c:18](-[c:21]4[cH:22][c:23]([CH:27]=[N:28][O:29][CH3:30])[cH:24][cH:25][cH:26]4)[cH:19][c:20]23)[CH2:10][CH2:11]1.[CH2:44]1[O:45][CH2:46][CH2:47][O:48][CH2:49]1.[CH3:42][OH:43].[Cl:39][CH2:40][Cl:41].[ClH:34].[Na+:38]>>[CH2:1]([CH3:2])[S:3](=[O:4])(=[O:5])[N:6]1[CH2:7][CH2:8][CH:9]([c:12]2[cH:13][nH:14][c:15]3[c:16]([C:31](=[O:32])[NH2:33])[cH:17][c:18](-[c:21]4[cH:22][c:23]([CH2:27][NH:28][O:29][CH3:30])[cH:24][cH:25][cH:26]4)[cH:19][c:20]23)[CH2:10][CH2:11]1. The reactants are NC=1C=C(C=CC1C)C1=NOC(=N1)C1CN(C1)C(=O)OC (methyl 3-(3-(3-amino-4-methylphenyl)-1,2,4-oxadiazol-5-yl)azetidine-1-carboxylate), FC(C=1C=CC=2N(C1)C(=CN2)C(=O)O)(F)F (6-(trifluoromethyl)imidazo[1,2-a]pyridine-3-carboxylic acid), CN(C)C=O (DMF), C(C(=O)Cl)(=O)Cl (oxalyl chloride). Solvent: N1=CC=CC=C1 (pyridine), ClCCl (dichloromethane). Run at time 1.5 hour. Product: CC1=C(C=C(C=C1)C1=NOC(=N1)C1CN(C1)C(=O)OC)NC(=O)C1=CN=C2N1C=C(C=C2)C(F)(F)F (methyl 3-(3-(4-methyl-3-(6-(trifluoromethyl)imidazo[1,2-a]pyridine-3-carboxamido)phenyl)-1,2,4-oxadiazol-5-yl)azetidine-1-carboxylate). Reaction SMILES: [F:1][C:2]([F:16])([F:15])[C:3]1[CH:4]=[CH:5][C:6]2[N:7]([C:9]([C:12]([OH:14])=O)=[CH:10][N:11]=2)[CH:8]=1.C(Cl)(=O)C(Cl)=O.CN(C=O)C.[NH2:28][C:29]1[CH:30]=[C:31]([C:36]2[N:40]=[C:39]([CH:41]3[CH2:44][N:43]([C:45]([O:47][CH3:48])=[O:46])[CH2:42]3)[O:38][N:37]=2)[CH:32]=[CH:33][C:34]=1[CH3:35]>ClCCl.N1C=CC=CC=1>[CH3:35][C:34]1[CH:33]=[CH:32][C:31]([C:36]2[N:40]=[C:39]([CH:41]3[CH2:42][N:43]([C:45]([O:47][CH3:48])=[O:46])[CH2:44]3)[O:38][N:37]=2)=[CH:30][C:29]=1[NH:28][C:12]([C:9]1[N:7]2[CH:8]=[C:3]([C:2]([F:1])([F:16])[F:15])[CH:4]=[CH:5][C:6]2=[N:11][CH:10]=1)=[O:14]. Reported procedure: To a stirring suspension of 6-(trifluoromethyl)imidazo[1,2-a]pyridine-3-carboxylic acid (24a) (50 mg, 0.217 mmol) in anhydrous dichloromethane (2 mL) at 0° C. under Argon was added dropwise oxalyl chloride (19 μL, 0.228 mmol). Then, a drop of anhydrous DMF was added and the reaction mixture was stirred at room temperature for 1.5 hours. The solvent was concentrated and the crude solid was added portion-wise to a stirring solution of methyl 3-(3-(3-amino-4-methylphenyl)-1,2,4-oxadiazol-5-yl)azeti... The reactants are C(C)OC1=NN(C=C1CCC(=O)OCC)CC1=CC=C(C=C1)OCCC1=NC=C(C=C1)CC (ethyl 3-[3-ethoxy-1-[4-[2-(5-ethyl-2-pyridyl)ethoxy]benzyl]-1H-pyrazol-4-yl]propionate), [OH-].[Na+] (sodium hydroxide), O1CCCC1 (tetrahydrofuran), C(C)O (ethanol). Run in Cl (hydrochloric acid). Run at time 3 hour. Product: C(C)OC1=NN(C=C1CCC(=O)O)CC1=CC=C(C=C1)OCCC1=NC=C(C=C1)CC (3-[3-ethoxy-1-[4-[2-(5-ethyl-2-pyridyl)ethoxy]benzyl]-1H-pyrazol-4-yl]propionic acid). Isolated yield 46.8%. As a reaction SMILES: [CH2:1]([O:3][C:4]1[C:8]([CH2:9][CH2:10][C:11]([O:13]CC)=[O:12])=[CH:7][N:6]([CH2:16][C:17]2[CH:22]=[CH:21][C:20]([O:23][CH2:24][CH2:25][C:26]3[CH:31]=[CH:30][C:29]([CH2:32][CH3:33])=[CH:28][N:27]=3)=[CH:19][CH:18]=2)[N:5]=1)[CH3:2].[OH-].[Na+].O1CCCC1.C(O)C>Cl>[CH2:1]([O:3][C:4]1[C:8]([CH2:9][CH2:10][C:11]([OH:13])=[O:12])=[CH:7][N:6]([CH2:16][C:17]2[CH:22]=[CH:21][C:20]([O:23][CH2:24][CH2:25][C:26]3[CH:31]=[CH:30][C:29]([CH2:32][CH3:33])=[CH:28][N:27]=3)=[CH:19][CH:18]=2)[N:5]=1)[CH3:2] |f:1.2|. Procedure details: A mixture of ethyl 3-[3-ethoxy-1-[4-[2-(5-ethyl-2-pyridyl)ethoxy]benzyl]-1H-pyrazol-4-yl]propionate (519 mg), 1 N aqueous sodium hydroxide solution (2.5 ml), tetrahydrofuran (5 ml), and ethanol (5 ml) was stirred at room temperature for 3 hours, diluted with 1 N hydrochloric acid (2.5 ml), and extracted with ethyl acetate. The ethyl acetate layer was washed with saturated aqueous sodium chloride solution, dried (MgSO4), and concentrated. The obtained colorless crystals were collected by filtrati... Starting materials: NC1=C(C=C(C=C1)Cl)C(=O)C1=CC(=CC=C1)Cl ((2-amino-5-chloro-phenyl)-(3-chloro-phenyl)-methanone), C1(CCC1)C(CC#N)=O (3-Cyclobutyl-3-oxo-propionitrile). Yields the product ClC=1C=C2C(=C(C(=NC2=CC1)C1CCC1)C#N)C1=CC(=CC=C1)Cl (6-Chloro-4-(3-chloro-phenyl)-2-cyclobutyl-quinoline-3-carbonitrile). As a reaction SMILES: [NH2:1][C:2]1[CH:7]=[CH:6][C:5]([Cl:8])=[CH:4][C:3]=1[C:9]([C:11]1[CH:16]=[CH:15][CH:14]=[C:13]([Cl:17])[CH:12]=1)=O.[CH:18]1([C:22](=O)[CH2:23][C:24]#[N:25])[CH2:21][CH2:20][CH2:19]1>>[Cl:8][C:5]1[CH:4]=[C:3]2[C:2](=[CH:7][CH:6]=1)[N:1]=[C:22]([CH:18]1[CH2:21][CH2:20][CH2:19]1)[C:23]([C:24]#[N:25])=[C:9]2[C:11]1[CH:16]=[CH:15][CH:14]=[C:13]([Cl:17])[CH:12]=1. Procedure: The title compound was prepared in analogy to example 101 step B from (2-amino-5-chloro-phenyl)-(3-chloro-phenyl)-methanone (prepared as described in example 91 step A) and 3-cyclobutyl-3-oxo-propionitrile (prepared as described in example 104 step A). Yellow foam. MS (ESI): 353.3 (M+H)+. Reactants: [Cr](=O)(=O)([O-])[O-].[Na+].[Na+] (sodium chromate), S(O)(O)(=O)=O (sulfuric acid), S([O-])(O)(=O)=O.[Na+] (sodium bisulfate), S(=O)(=O)([O-])[O-].[Na+].[Na+] (sodium sulfate). Yields the product [O-][Cr](=O)(=O)O[Cr](=O)(=O)[O-].[Na+].[Na+] (sodium bichromate). As a reaction SMILES: S([O-])([O-])(=O)=O.[Na+:6].[Na+].[Cr:8]([O-:12])([O-:11])(=[O:10])=[O:9].[Na+].[Na+].S(=O)(=O)(O)O.S(=O)(=O)(O)[O-].[Na+]>>[O-:9][Cr:8]([O:12][Cr:8]([O-:11])(=[O:10])=[O:9])(=[O:11])=[O:10].[Na+:6].[Na+:6] |f:0.1.2,3.4.5,7.8,9.10.11|. Procedure details: A process according to claim 7 wherein said aqueous solution of sodium sulfate is produced by treating an aqueous solution of sodium chromate with sulfuric acid, sodium bisulfate, or a mixture thereof to produce sodium bichromate, evaporating water to precipitate sodium sulfate cake, and separating said precipitated sodium sulfate from said aqueous solution of sodium sulfate. Reactants: Cl (hydrochloric acid), ClC1=C(C(=[N+](C=C1)[O-])C)C (4-chlor-2,3-dimethylpyridine-N-oxide), [OH-].[Na+] (caustic soda), C(CCCCCCC)O (1-octanol). Solvent: C1(=CC=CC=C1)C (toluene), O (water). Product: C(CCCCCCC)OC1=C(C(=[N+](C=C1)[O-])C)C (4-octyloxy-2,3-dimethylpyridine-N-oxide). Yield: 155.9%. Reaction SMILES: Cl[C:2]1[CH:7]=[CH:6][N+:5]([O-:8])=[C:4]([CH3:9])[C:3]=1[CH3:10].[OH-].[Na+].[CH2:13]([OH:21])[CH2:14][CH2:15][CH2:16][CH2:17][CH2:18][CH2:19][CH3:20].Cl>O.C1(C)C=CC=CC=1>[CH2:13]([O:21][C:2]1[CH:7]=[CH:6][N+:5]([O-:8])=[C:4]([CH3:9])[C:3]=1[CH3:10])[CH2:14][CH2:15][CH2:16][CH2:17][CH2:18][CH2:19][CH3:20] |f:1.2|. Procedure: 15.8 g (0.1 mol, 1.0 eq.) of 4-chlor-2,3-dimethylpyridine-N-oxide, 8.0 g (0.2 mol, 2.0 eq.) of caustic soda, and 26.0 g (0.2 mol, 2.0 eq.) of 1-octanol were added to 64 mL of toluene, and the mixture was heated to reflux for 3 hours, and then cooled to room temperature. 15 mL of water was added to the reaction liquid, and then the mixture was neutralized with concentrated hydrochloric acid (8 mL). Subsequently, the resultant was extracted three times with 670 mL of chloroform. The extract was dr... Starting materials: C(CC)(=O)C1=CC=CC=C1 (propiophenone), C([O-])([O-])=O.[NH4+].[NH4+] (ammonium carbonate), [C-]#N.[K+] (potassium cyanide), C(C)O (ethanol). Solvent: O (water). Yields the product C(C)C1(C(NC(N1)=O)=O)C1=CC=CC=C1 (5-ethyl-5-phenyl-hydantoin). Isolated yield 66.0%. RXN SMILES: [C:1]([C:5]1[CH:10]=[CH:9][CH:8]=[CH:7][CH:6]=1)(=O)[CH2:2][CH3:3].[C:11](=[O:14])([O-])[O-].[NH4+:15].[NH4+:16].[C-]#N.[K+].[CH2:20]([OH:22])C>O>[CH2:2]([C:1]1([C:5]2[CH:10]=[CH:9][CH:8]=[CH:7][CH:6]=2)[NH:16][C:20](=[O:22])[NH:15][C:11]1=[O:14])[CH3:3] |f:1.2.3,4.5|. Procedure details: A solution of 26.8 g (0.2 mol) of propiophenone, 80 g (0.8 mol) of ammonium carbonate dissolved in 300 ml of water and 28 g (0.4 mol) of potassium cyanide in 300 ml of ethanol is heated under reflux for 8 hours, whilst stirring. The solution is cooled in a mixture of ice and salt; the hydantoin precipitates. The precipitate thus obtained is filtered off and washed with water. 27.1 g (yield: 66%) of 5-ethyl-5-phenyl-hydantoin, melting at 202° C., are obtained. Starting materials: C1(CC1)C#N (Cyclopropanecarbonitrile), C(C)OC(CBr)=O (ethylbromoacetate). The reagents and catalysts are [Zn] (zinc), [O-2].[Zn+2] (zinc oxide). Solvent: C1CCOC1 (THF). Conditions: time 30 minute. Product: C(C)OC(C=C(C1CC1)N)=O (3-Amino-3-cyclopropyl-acrylic acid ethyl ester). Isolated yield 21.0%. Reaction SMILES: [CH:1]1([C:4]#[N:5])[CH2:3][CH2:2]1.[CH2:6]([O:8][C:9](=[O:12])[CH2:10]Br)[CH3:7]>C1COCC1.[Zn].[O-2].[Zn+2]>[CH2:6]([O:8][C:9](=[O:12])[CH:10]=[C:4]([NH2:5])[CH:1]1[CH2:3][CH2:2]1)[CH3:7] |f:4.5|. Procedure: Cyclopropanecarbonitrile (2.7 g, 40.5 mmol) was dissolved in dry THF (100 mL) and firstly zinc (13.2 g, 202.3 mmol) and then zinc oxide (1.6 g, 20.2 mmol) were added followed by dropwise addition of ethylbromoacetate (6.7 g, 40.5 mmol). The mixture was sonicated in a 35 kHz ultrasonic bath under N2 for 2 hours. After 30 minutes a green colour was observed. The mixture was filtered through celite to remove the zinc and zinc oxide. The filtrate was added to 20 ml of 50% K2CO3 (aq) solution. A thic... Starting materials: CN(C)C=C1CC(NC2=C(C1=O)C=C(C=C2)F)=O (4-[(dimethylamino)methylene]-7-fluoro-3,4-dihydro-1H-benzazepine-2,5-dione), Cl.CC(C(=N)N)(C)C (2,2-dimethylpropionamidine hydrochloride). Yields the product CC(C)(C)C=1N=CC=2CC(NC3=C(C2N1)C=C(C=C3)F)=O (2-(1,1-Dimethylethyl)-10-fluoro-5,7-dihydro-6H-pyrimido[5.4-d][1]benzazepin-6-one). Isolated yield 54.0%. Reaction SMILES: CN([CH:4]=[C:5]1[C:11](=O)[C:10]2[CH:13]=[C:14]([F:17])[CH:15]=[CH:16][C:9]=2[NH:8][C:7](=[O:18])[CH2:6]1)C.Cl.[CH3:20][C:21]([CH3:26])([CH3:25])[C:22]([NH2:24])=[NH:23]>>[CH3:20][C:21]([C:22]1[N:23]=[CH:4][C:5]2[CH2:6][C:7](=[O:18])[NH:8][C:9]3[CH:16]=[CH:15][C:14]([F:17])=[CH:13][C:10]=3[C:11]=2[N:24]=1)([CH3:26])[CH3:25] |f:1.2|. Reported procedure: Analogous to Scheme 1, from 4-[(dimethylamino)methylene]-7-fluoro-3,4-dihydro-1H-benzazepine-2,5-dione and 2,2-dimethylpropionamidine hydrochloride. Yield: 54%.